Dataset: the Open Reaction Database (ORD), a public repository of structured organic reaction records. Task: describe an organic reaction: reactants, conditions, products, and yield As a reaction SMILES: [NH2:1][C:2]1[CH:7]=[C:6]([O:8][C:9]2[CH:18]=[C:17]3[C:12]([CH2:13][CH2:14][CH:15]([C:19]([NH:21][C:22]4[CH:27]=[CH:26][CH:25]=[C:24]([C:28]([CH3:31])([CH3:30])[CH3:29])[CH:23]=4)=[O:20])[CH2:16]3)=[CH:11][CH:10]=2)[CH:5]=[CH:4][N:3]=1.[Cl:32][CH2:33][CH2:34][CH2:35][N:36]=[C:37]=[O:38].ClC(C)CN=C=O>C(Cl)Cl>[C:28]([C:24]1[CH:23]=[C:22]([NH:21][C:19]([CH:15]2[CH2:14][CH2:13][C:12]3[C:17](=[CH:18][C:9]([O:8][C:6]4[CH:5]=[CH:4][N:3]=[C:2]([NH:1][C:37]([NH:36][CH2:35][CH2:34][CH2:33][Cl:32])=[O:38])[CH:7]=4)=[CH:10][CH:11]=3)[CH2:16]2)=[O:20])[CH:27]=[CH:26][CH:25]=1)([CH3:31])([CH3:30])[CH3:29]. Product: C(C)(C)(C)C=1C=C(C=CC1)NC(=O)C1CC2=CC(=CC=C2CC1)OC1=CC(=NC=C1)NC(=O)NCCCCl (N-(3-tert-butylphenyl)-7-{[2-({[(3-chloropropyl)amino]-carbonyl}amino)pyridin-4-yl]oxy}-1,2,3,4tetrahydronaphthalene-2-carboxamide). Yield: 57.3%. Reaction conditions: time 64 hour. Reported procedure: To a solution of 7-[(2-aminopyridin-4-yl)oxy]-N-(3-tert-butylphenyl)-1,2,3,4-tetrahydronaphthalene-2-carboxamide (0.965 g, 2.32 mmol) in DCM (30 mL) was added 3-chloropropyl isocyanate (0.357 mL, 3.48 mmol). The reaction mixture was allowed to stir at rt for 64 hr. Additional 2-chloropropyl isocyanate (0.300 mL, 2.92 mmol) was added, and the reaction mixture was allowed to stir at rt for 24 h. The solvent was evaporated and the residue was purified by column chromatography to give N-(3-tert-buty... The solvent is C(Cl)Cl (DCM). The reactants are NC1=NC=CC(=C1)OC1=CC=C2CCC(CC2=C1)C(=O)NC1=CC(=CC=C1)C(C)(C)C (7-[(2-aminopyridin-4-yl)oxy]-N-(3-tert-butylphenyl)-1,2,3,4-tetrahydronaphthalene-2-carboxamide), ClCCCN=C=O (3-chloropropyl isocyanate), ClC(CN=C=O)C (2-chloropropyl isocyanate). Reactants: C(C)C=1C(NC(N([C@H]2C[C@H](O)[C@@H](COS(=O)(=O)C3=CC=C(C)C=C3)O2)C1)=O)=O (5-ethyl-5'-O-tosyl-2'-deoxyuridine), [N-]=[N+]=[N-].[Na+] (sodium azide), [N-]=[N+]=[N-].[Li+] (lithium azide). Run in CN(C=O)C (dimethylformamide). Conditions: temperature 85 celsius. The product is N(=[N+]=[N-])C[C@@H]1[C@H](C[C@@H](O1)N1C(=O)NC(=O)C(=C1)CC)O (5'-Azido-5-ethyl-2',5'-dideoxyuridine). Isolated yield 90.2%. RXN SMILES: [CH2:1]([C:3]1[C:4](=[O:28])[NH:5][C:6](=[O:27])[N:7]([CH:26]=1)[C@@H:8]1[O:25][C@H:12]([CH2:13]OS(C2C=CC(C)=CC=2)(=O)=O)[C@@H:10]([OH:11])[CH2:9]1)[CH3:2].[N-:29]=[N+:30]=[N-:31].[Na+].[N-]=[N+]=[N-].[Li+]>CN(C)C=O>[N:29]([CH2:13][C@H:12]1[O:25][C@@H:8]([N:7]2[CH:26]=[C:3]([CH2:1][CH3:2])[C:4](=[O:28])[NH:5][C:6]2=[O:27])[CH2:9][C@@H:10]1[OH:11])=[N+:30]=[N-:31] |f:1.2,3.4|. Procedure details: A mixture of 5-ethyl-5'-O-tosyl-2'-deoxyuridine (550 mg, 1.34 mmole) and sodium azide (480 mg, 7.4 mmole) or lithium azide (400 mg) in dry dimethylformamide (10 ml) is heated at 85° C. for 2 hr. Tlc indicates all the starting material has reacted. The solvent is evaporated in vacuo to dryness, and the remaining material is triturated with ice-cold water, filtered to collect the product, and dried over P2O5 to give a white solid (340 mg, 90%), m.p. 174°-177° C. Starting materials: CC[Si](Cl)(CC)CC, CN(C)C=O, O, C#CCC(O)C(=C)CCC, c1c[nH]cn1. Product: C#CCC(O[Si](CC)(CC)CC)C(=C)CCC. Reaction SMILES: [CH2:21]([CH3:22])[Si:23]([Cl:24])([CH2:25][CH3:26])[CH2:27][CH3:28].[CH3:16][N:17]([CH3:18])[CH:19]=[O:20].[OH2:29].[OH:1][CH:2]([CH2:3][C:4]#[CH:5])[C:6]([CH2:7][CH2:8][CH3:9])=[CH2:10].[nH:11]1[cH:12][cH:13][n:14][cH:15]1>>[O:1]([CH:2]([CH2:3][C:4]#[CH:5])[C:6]([CH2:7][CH2:8][CH3:9])=[CH2:10])[Si:23]([CH2:21][CH3:22])([CH2:25][CH3:26])[CH2:27][CH3:28].